This data is from the Open Reaction Database (ORD), a public repository of structured organic reaction records. The task is: describe an organic reaction: reactants, conditions, products, and yield Starting materials: C(C)(=O)OCC.CCCCCC (ethyl acetate hexane), BrC1=C(SC(=C1C)I)C1OCCO1 (2-(3-Bromo-5-iodo-4-methylthien-2-yl)-1,3-dioxolane), COC1=CC=C(C=C1)B(O)O (4-methoxyphenylboronic acid), C(=O)([O-])[O-].[K+].[K+] (K2CO3). Reagents/catalysts: C1=CC=C(C=C1)P([C-]2C=CC=C2)C3=CC=CC=C3.C1=CC=C(C=C1)P([C-]2C=CC=C2)C3=CC=CC=C3.Cl[Pd]Cl.[Fe+2] ([1,1′-bis(diphenylphosphino)ferrocene]dichloropalladium). The solvent is C(OC)COC (dimethoxyethane). Conditions: temperature 75 celsius, time 3 hour. The product is BrC1=C(SC(=C1C)C1=CC=C(C=C1)OC)C1OCCO1 (2-[3-Bromo-5-(4-methoxyphenyl)-4-methylthien-2-yl]-1,3-dioxolane). The yield is 80.8%. RXN SMILES: [Br:1][C:2]1[C:6]([CH3:7])=[C:5](I)[S:4][C:3]=1[CH:9]1[O:13][CH2:12][CH2:11][O:10]1.[CH3:14][O:15][C:16]1[CH:21]=[CH:20][C:19](B(O)O)=[CH:18][CH:17]=1.C([O-])([O-])=O.[K+].[K+].C(OCC)(=O)C.CCCCCC>C(COC)OC.C1C=CC(P(C2C=CC=CC=2)[C-]2C=CC=C2)=CC=1.C1C=CC(P(C2C=CC=CC=2)[C-]2C=CC=C2)=CC=1.Cl[Pd]Cl.[Fe+2]>[Br:1][C:2]1[C:6]([CH3:7])=[C:5]([C:19]2[CH:20]=[CH:21][C:16]([O:15][CH3:14])=[CH:17][CH:18]=2)[S:4][C:3]=1[CH:9]1[O:13][CH2:12][CH2:11][O:10]1 |f:2.3.4,5.6,8.9.10.11|. Reported procedure: 2-(3-Bromo-5-iodo-4-methylthien-2-yl)-1,3-dioxolane (12.4 g, 33.1 mmol), 4-methoxyphenylboronic acid (5.5 g, 36 mmol), K2CO3 (15 g, 110 mmol) and [1,1′-bis(diphenylphosphino)ferrocene]dichloropalladium [II] (1.3 g, 1.6 mmol) were combined in 20% aqueous dimethoxyethane (130 mL) and heated at 75° C. After 3 h, the cooled mixture was filtered through Celite and washed with ethyl acetate (350 mL). The filtrate was washed with 1 N aqueous NaOH and brine (350 mL each), dried (K2CO3) and concentrated ... The reactants are CCOC(=O)N1c2cc(OC)c(OC)cc2C(N(Cc2cc(C(F)(F)F)cc(C(F)(F)F)c2)C(=O)OC)CC1C, [Li]CCCC, CI, C1CCOC1. RXN SMILES: [CH2:1]([CH3:2])[O:3][C:4](=[O:5])[N:6]1[CH:7]([CH3:40])[CH2:8][CH:9]([N:20]([C:21](=[O:22])[O:23][CH3:24])[CH2:25][c:26]2[cH:27][c:28]([C:36]([F:37])([F:38])[F:39])[cH:29][c:30]([C:32]([F:33])([F:34])[F:35])[cH:31]2)[c:10]2[cH:11][c:12]([O:18][CH3:19])[c:13]([O:16][CH3:17])[cH:14][c:15]21.[CH2:41]([Li:42])[CH2:43][CH2:44][CH3:45].[CH3:46][I:47].[O:48]1[CH2:49][CH2:50][CH2:51][CH2:52]1>>[CH2:1]([CH3:2])[O:3][C:4](=[O:5])[N:6]1[CH:7]([CH3:40])[CH2:8][CH:9]([N:20]([C:21](=[O:22])[O:23][CH3:24])[CH:25]([c:26]2[cH:27][c:28]([C:36]([F:37])([F:38])[F:39])[cH:29][c:30]([C:32]([F:33])([F:34])[F:35])[cH:31]2)[CH3:41])[c:10]2[cH:11][c:12]([O:18][CH3:19])[c:13]([O:16][CH3:17])[cH:14][c:15]21. Yields the product CCOC(=O)N1c2cc(OC)c(OC)cc2C(N(C(=O)OC)C(C)c2cc(C(F)(F)F)cc(C(F)(F)F)c2)CC1C. Solvent: O1CCOCC1 (dioxane), O (water), O (water). Procedure: Gaseous chlorodifluoromethane was passed for 2 hours into a solution of 133 g (0.55 mol) of 5-(4-chloro-2-fluoro-5-methylphenyl)-1,2-dihydro-2-methyl-3H-pyrazol-3-one and 110 g (2.7 mol) of sodium hydroxide in 1 l of dioxane and 0.5 l of water at room temperature. The reaction solution was then poured into 2 l of water, whereupon the aqueous phase was extracted three times using ethyl acetate. The combined organic phases were dried over magnesium sulfate and then filtered and concentrated. The r... Reactants: ClC(F)F (chlorodifluoromethane), ClC1=CC(=C(C=C1C)C1=CC(N(N1)C)=O)F (5-(4-chloro-2-fluoro-5-methylphenyl)-1,2-dihydro-2-methyl-3H-pyrazol-3-one), [OH-].[Na+] (sodium hydroxide). The product is ClC1=CC(=C(C=C1C)C1=NN(C(=C1)OC(F)F)C)F (3-(4-Chloro-2-fluoro-5-methylphenyl)-5-difluoromethoxy-1-methyl-1H-pyrazole). Reaction SMILES: Cl[CH:2]([F:4])[F:3].[Cl:5][C:6]1[C:11]([CH3:12])=[CH:10][C:9]([C:13]2[NH:17][N:16]([CH3:18])[C:15](=[O:19])[CH:14]=2)=[C:8]([F:20])[CH:7]=1.[OH-].[Na+]>O1CCOCC1.O>[Cl:5][C:6]1[C:11]([CH3:12])=[CH:10][C:9]([C:13]2[CH:14]=[C:15]([O:19][CH:2]([F:4])[F:3])[N:16]([CH3:18])[N:17]=2)=[C:8]([F:20])[CH:7]=1 |f:2.3|. Solvent: O1CCCC1 (tetrahydrofuran), O1CCCC1 (tetrahydrofuran). The yield is 87.6%. Run at temperature 0 celsius, time 1 hour. The reactants are O (Water), [H-].[Na+] (Sodium hydride), C(CC(=O)OCC)(=O)OCC (diethyl malonate), ICCCC(C(F)(F)F)(F)F (1-Iodo-4,4,5,5,5-pentafluoropentane). Reaction SMILES: [H-].[Na+].[C:3]([O:11][CH2:12][CH3:13])(=[O:10])[CH2:4][C:5]([O:7][CH2:8][CH3:9])=[O:6].I[CH2:15][CH2:16][CH2:17][C:18]([F:24])([F:23])[C:19]([F:22])([F:21])[F:20].O>O1CCCC1>[F:23][C:18]([F:24])([C:19]([F:22])([F:21])[F:20])[CH2:17][CH2:16][CH2:15][CH:4]([C:5]([O:7][CH2:8][CH3:9])=[O:6])[C:3]([O:11][CH2:12][CH3:13])=[O:10] |f:0.1|. Reported procedure: Sodium hydride (60%, 2.87 g, 71.87 mmol) was added to anhydrous tetrahydrofuran (250 ml) and cooled to 0° C. To this mixture, diethyl malonate (12.12 ml, 79.86 mmol) was slowly added dropwise, followed by stirring for 1 hour at room temperature. 1-Iodo-4,4,5,5,5-pentafluoropentane (11.5 g, 39.93 mmol) dissolved in anhydrous tetrahydrofuran (50 ml) was then slowly added dropwise to the reaction mixture, followed by stirring for 12 hours at room temperature. Water was added to the reaction mixture... Yields the product FC(CCCC(C(=O)OCC)C(=O)OCC)(C(F)(F)F)F (diethyl 2-(4,4,5,5,5-pentafluoropentyl)malonate). Starting materials: NC=1SC2=NC(=CC=C2N1)O (2-amino[1,3]thiazolo[5,4-b]pyridin-5-ol), C([O-])([O-])=O.[K+].[K+] (potassium carbonate), C(C)(=O)OCCBr (2-bromoethyl acetate), O (water). The solvent is CN(C)C=O (DMF), [Cl-].[Na+].O (brine). Run at temperature 80 celsius, time 2 hour. The product is C(C)(=O)OCCOC1=CC=C2C(=N1)SC(=N2)N (2-[(2-amino[1,3]thiazolo[5,4-b]pyridin-5-yl)oxy]ethyl acetate). RXN SMILES: [NH2:1][C:2]1[S:3][C:4]2[C:9]([N:10]=1)=[CH:8][CH:7]=[C:6]([OH:11])[N:5]=2.C(=O)([O-])[O-].[K+].[K+].[C:18]([O:21][CH2:22][CH2:23]Br)(=[O:20])[CH3:19].O>CN(C=O)C.[Cl-].[Na+].O>[C:18]([O:21][CH2:22][CH2:23][O:11][C:6]1[N:5]=[C:4]2[S:3][C:2]([NH2:1])=[N:10][C:9]2=[CH:8][CH:7]=1)(=[O:20])[CH3:19] |f:1.2.3,7.8.9|. Procedure details: To a solution of 2-amino[1,3]thiazolo[5,4-b]pyridin-5-ol 2 hydrobromide (10 g) in DMF (20 mL) were added potassium carbonate (25.2 g) and 2-bromoethyl acetate (4 mL) at room temperature. It was stirred at 80° C. for 2 hours. To the reaction mixture were added saturated brine and water, followed by extraction with ethyl acetate. The organic layer was dried over anhydrous magnesium sulfate and concentrated. The obtained crude product was purified by silica gel column chromatography (hexane:ethyl a...